This data is from the Open Reaction Database (ORD), a public repository of structured organic reaction records. The task is: describe an organic reaction: reactants, conditions, products, and yield Reactants: Cc1ccc([N+](=O)[O-])cc1Br, CO, [Cl-], [Fe], [NH4+], O. Product: Cc1ccc(N)cc1Br. As a reaction SMILES: [Br:3][c:4]1[cH:5][c:6]([N+:11]([O-:12])=[O:13])[cH:7][cH:8][c:9]1[CH3:10].[CH3:15][OH:16].[Cl-:1].[Fe:17].[NH4+:2].[OH2:14]>>[Br:3][c:4]1[cH:5][c:6]([NH2:11])[cH:7][cH:8][c:9]1[CH3:10]. Starting materials: BrC1=NC=C(C=C1)I (2-bromo-5-iodopyridine), O1CCC(CC1)=O (tetrahydro-4H-pyran-4-one), [Cl-].[NH4+] (ammonium chloride), CCCCCC.C(CCC)[Li] (n-butyllithium hexane). The solvent is O1CCCC1 (tetrahydrofuran), C(C)OCC (diethyl ether), O1CCCC1 (tetrahydrofuran). Run at temperature -78 celsius, time 30 minute. The product is BrC1=CC=C(C=N1)C1(CCOCC1)O (4-(6-bromopyridin-3-yl)tetrahydro-2H-pyran-4-ol). RXN SMILES: [Br:1][C:2]1[CH:7]=[CH:6][C:5](I)=[CH:4][N:3]=1.CCCCCC.C([Li])CCC.[O:20]1[CH2:25][CH2:24][C:23](=[O:26])[CH2:22][CH2:21]1.[Cl-].[NH4+]>O1CCCC1.C(OCC)C>[Br:1][C:2]1[N:3]=[CH:4][C:5]([C:23]2([OH:26])[CH2:24][CH2:25][O:20][CH2:21][CH2:22]2)=[CH:6][CH:7]=1 |f:1.2,4.5|. Reported procedure: To a suspension of 2-bromo-5-iodopyridine (2.00 g) in tetrahydrofuran (20 mL) and diethyl ether (10 mL) was added dropwise 1.6M n-butyllithium hexane solution (4.40 mL) at −78° C. The mixture was stirred at −78° C. for 30 min under argon atmosphere, and a solution of tetrahydro-4H-pyran-4-one (0.651 mL) in tetrahydrofuran (10 mL) was added dropwise thereto at −78° C. The reaction mixture was slowly warmed to −50° C., aqueous ammonium chloride solution was added thereto, and the mixture was extra... The reactants are Cl.Cl.FC=1C=CC2=C(N(C(=N2)[C@H](C)N)C2=CC=CC=C2)C1 ((S)-1-(6-fluoro-1-phenyl-1H-benzoimidazol-2-yl)ethylamine dihydrochloride), ClC1=NC(=NC(=N1)C)N (4-chloro-6-methyl-[1,3,5]triazin-2-ylamine), CCN(C(C)C)C(C)C (DIPEA). Solvent: C(CCC)O (n-butanol). Reaction conditions: temperature 90 celsius, time 16 hour. The product is FC=1C=CC2=C(N(C(=N2)[C@H](C)NC2=NC(=NC(=N2)N)C)C2=CC=CC=C2)C1 (N—[(S)-1-(6-Fluoro-1-phenyl-1H-benzoimidazol-2-yl)-ethyl]-6-methyl-[1,3,5]triazine-2,4-diamine). RXN SMILES: Cl.Cl.[F:3][C:4]1[CH:5]=[CH:6][C:7]2[N:11]=[C:10]([C@@H:12]([NH2:14])[CH3:13])[N:9]([C:15]3[CH:20]=[CH:19][CH:18]=[CH:17][CH:16]=3)[C:8]=2[CH:21]=1.Cl[C:23]1[N:28]=[C:27]([CH3:29])[N:26]=[C:25]([NH2:30])[N:24]=1.CCN(C(C)C)C(C)C>C(O)CCC>[F:3][C:4]1[CH:5]=[CH:6][C:7]2[N:11]=[C:10]([C@@H:12]([NH:14][C:23]3[N:24]=[C:25]([NH2:30])[N:26]=[C:27]([CH3:29])[N:28]=3)[CH3:13])[N:9]([C:15]3[CH:16]=[CH:17][CH:18]=[CH:19][CH:20]=3)[C:8]=2[CH:21]=1 |f:0.1.2|. Procedure: A mixture of (S)-1-(6-fluoro-1-phenyl-1H-benzoimidazol-2-yl)ethylamine dihydrochloride (100 mg, 0.31 mmol), 4-chloro-6-methyl-[1,3,5]triazin-2-ylamine (48.4 mg, 0.34 mmol) and DIPEA (0.26 mL, 1.52 mmol) in n-butanol (2 mL) was stirred at 90° C. in a sealed vial for 16 h. After cooling to RT, volatiles were removed under reduced pressure and the resulting residue purified by column chromatography (C18, gradient 20-45% MeOH in 0.5% TFA/H2O) then loaded onto an Isolute® SCX-2 cartridge. The cartrid... The reactants are C(C)OC(CCCOC1=CC(=C(C=C1)C#CCCCCOC1OCCCC1)C=O)=O (rac-4-[3-Formyl-4-[6-[(tetrahydro-2H-pyran-2-yl)oxy]-1-hexynyl]phenoxy]butanoic Acid Ethyl Ester), [H][H] (hydrogen). The reagents and catalysts are [Pd] (palladium on carbon). The solvent is C(C)(=O)OCC (ethyl acetate). Product: C(C)OC(CCCOC1=CC(=C(C=C1)CCCCCCOC1OCCCC1)C=O)=O (rac-4-[3-formyl-4-[6-[(tetrahydro-2H-pyran-2-yl)oxy]hexyl]phenoxy]butanoic acid ethyl ester). RXN SMILES: [CH2:1]([O:3][C:4](=[O:30])[CH2:5][CH2:6][CH2:7][O:8][C:9]1[CH:14]=[CH:13][C:12]([C:15]#[C:16][CH2:17][CH2:18][CH2:19][CH2:20][O:21][CH:22]2[CH2:27][CH2:26][CH2:25][CH2:24][O:23]2)=[C:11]([CH:28]=[O:29])[CH:10]=1)[CH3:2].[H][H]>C(OCC)(=O)C.[Pd]>[CH2:1]([O:3][C:4](=[O:30])[CH2:5][CH2:6][CH2:7][O:8][C:9]1[CH:14]=[CH:13][C:12]([CH2:15][CH2:16][CH2:17][CH2:18][CH2:19][CH2:20][O:21][CH:22]2[CH2:27][CH2:26][CH2:25][CH2:24][O:23]2)=[C:11]([CH:28]=[O:29])[CH:10]=1)[CH3:2]. Procedure details: A 1.2 g (2.88 mmol) sample of rac-4-[3-formyl-4-[6-[(tetrahydro-2H-pyran-2-yl)oxy]-1-hexyn-1-yl]phenoxy]butanoic acid ethyl ester from example 49 was hydrogenated in ethyl acetate using 80 mg of 10% palladium on carbon, at room temperature, under 1 atmosphere of hydrogen. When the reduction was complete, the catalyst was filtered with suction and the filtrate concentrated under reduced pressure giving rac-4-[3-formyl-4-[6-[(tetrahydro-2H-pyran-2-yl)oxy]hexyl]phenoxy]butanoic acid ethyl ester as ... Reactants: Cc1nc(N)nc2c1C(=NOCCCN(C)C)CC(c1cc(F)ccc1-c1ccccc1)C2, CN1CCN(CCCl)CC1, Cl, Cl, [H-], Cc1nc(N)nc2c1C(=NO)CC(c1ccccc1-c1ccccc1)C2, [Na+], O. Product: Cc1nc(N)nc2c1C(=NOCCN1CCN(C)CC1)CC(c1ccccc1-c1ccccc1)C2. Reaction SMILES: [CH3:41][N:42]([CH3:43])[CH2:44][CH2:45][CH2:46][O:47][N:48]=[C:49]1[CH2:50][CH:51]([c:52]2[cH:53][c:54]([F:55])[cH:56][cH:57][c:58]2-[c:59]2[cH:60][cH:61][cH:62][cH:63][cH:64]2)[CH2:65][c:66]2[n:67][c:68]([NH2:69])[n:70][c:71]([CH3:72])[c:73]21.[Cl:29][CH2:30][CH2:31][N:32]1[CH2:33][CH2:34][N:35]([CH3:38])[CH2:36][CH2:37]1.[ClH:27].[ClH:28].[H-:39].[NH2:1][c:2]1[n:3][c:4]2[c:9]([c:10]([CH3:12])[n:11]1)[C:8](=[N:13][OH:14])[CH2:7][CH:6]([c:15]1[c:16](-[c:21]3[cH:22][cH:23][cH:24][cH:25][cH:26]3)[cH:17][cH:18][cH:19][cH:20]1)[CH2:5]2.[Na+:40].[OH2:74]>>[NH2:1][c:2]1[n:3][c:4]2[c:9]([c:10]([CH3:12])[n:11]1)[C:8](=[N:13][O:14][CH2:30][CH2:31][N:32]1[CH2:33][CH2:34][N:35]([CH3:38])[CH2:36][CH2:37]1)[CH2:7][CH:6]([c:15]1[c:16](-[c:21]3[cH:22][cH:23][cH:24][cH:25][cH:26]3)[cH:17][cH:18][cH:19][cH:20]1)[CH2:5]2. Yield: 66.5%. The solvent is O (water), C(C)O (ethanol). Procedure details: The product of Example 93C (517 mg, 0.936 mmol), iron powder (322 mg, 5.76 mmol), and ammonium chloride (328 mg, 6.13 mmol) in water (3 mL) and ethanol (6 mL) were heated at 90° for 30 minutes. The hot reaction mixture was vacuum filtered and the residue washed with methanol and ethyl acetate. The filtrate was concentrated by rotary evaporation under vacuum, the residue partitioned with water (50 mL) and ethyl acetate (100 mL), and the organic phase washed with water (2×50 mL) and brine (50 mL).... Reaction SMILES: [C:1]([O:5][C:6]([N:8]1[C:16]2[C:11](=[CH:12][C:13]([O:17][C:18]3[CH:23]=[CH:22][C:21]([C:24](=[O:33])[NH:25][C:26]4[CH:31]=[CH:30][C:29]([Br:32])=[CH:28][CH:27]=4)=[CH:20][C:19]=3[N+:34]([O-])=O)=[CH:14][CH:15]=2)[CH:10]=[CH:9]1)=[O:7])([CH3:4])([CH3:3])[CH3:2].[Cl-].[NH4+]>O.C(O)C.[Fe]>[C:1]([O:5][C:6]([N:8]1[C:16]2[C:11](=[CH:12][C:13]([O:17][C:18]3[CH:23]=[CH:22][C:21]([C:24](=[O:33])[NH:25][C:26]4[CH:27]=[CH:28][C:29]([Br:32])=[CH:30][CH:31]=4)=[CH:20][C:19]=3[NH2:34])=[CH:14][CH:15]=2)[CH:10]=[CH:9]1)=[O:7])([CH3:4])([CH3:2])[CH3:3] |f:1.2|. Product: C(C)(C)(C)OC(=O)N1C=CC2=CC(=CC=C12)OC1=C(C=C(C=C1)C(NC1=CC=C(C=C1)Br)=O)N (5-[2-Amino-4-(4-bromo-phenylcarbamoyl)-phenoxy]-indole-1-carboxylic acid tert-butyl ester). Starting materials: C(C)(C)(C)OC(=O)N1C=CC2=CC(=CC=C12)OC1=C(C=C(C=C1)C(NC1=CC=C(C=C1)Br)=O)[N+](=O)[O-] (5-[4-(4-Bromo-phenylcarbamoyl)-2-nitro-phenoxy]-indole-1-carboxylic acid tert-butyl ester), [Cl-].[NH4+] (ammonium chloride). The reagents and catalysts are [Fe] (iron). Reactants: ten, alcohol, C1(CCCCC1)S(=O)(=O)CCC(=O)O (3-(cyclohexylsulfonyl)propionic acid), OS(=O)(=O)O (H2SO4), OS(=O)(=O)O (H2SO4), OO (H2O2), ice. Run in C(Cl)Cl (methylene chloride). Conditions: temperature 25 celsius. Product: C1(CCCCC1)S(=O)(=O)CCC(=O)OO (3-(cyclohexylsulfonyl)peroxypropionic acid). Isolated yield 61.0%. Reaction SMILES: [CH:1]1([S:7]([CH2:10][CH2:11][C:12]([OH:14])=[O:13])(=[O:9])=[O:8])[CH2:6][CH2:5][CH2:4][CH2:3][CH2:2]1.[OH:15]S(O)(=O)=O.OO>C(Cl)Cl>[CH:1]1([S:7]([CH2:10][CH2:11][C:12]([O:14][OH:15])=[O:13])(=[O:9])=[O:8])[CH2:2][CH2:3][CH2:4][CH2:5][CH2:6]1. Procedure details: To a 150 mL beaker equipped with a support clamp, ice bath, alcohol thermometer, mechanical stirrer, and dropping funnel were charged 22.03 g (0.1 mole) of powdered 3-(cyclohexylsulfonyl)propionic acid and 29.8 mL of 82 wt. % aqueous H2SO4. After a few minutes mixing at ambient temperature, a uniform slurry was obtained. To the dropping funnel was charged a solution prepared by adding 33.3 mL of 95.5% H2SO4 to 17.0 mL of 50% H2O2 (0.3 mole, 3 fold excess) with stirring and cooling to maintain ≤3... Run at time 1 hour. The reactants are C1=CN(C=N1)C(=O)N2C=CN=C2 (N,N-carbonyldiimidazole), COC1=CC(=C(C=C1OC)CCC(=O)OCC)N1C=CC=C1 (ethyl 3-(4,5-dimethoxy-2-(1-pyrrolyl)phenyl)propionate), COC1=C(C=CC=C1)N1CCNCC1 (1-(2-methoxyphenyl)piperazine). Reaction SMILES: C1N=CN(C(N2C=NC=C2)=O)C=1.[CH3:13][O:14][C:15]1[C:20]([O:21][CH3:22])=[CH:19][C:18]([CH2:23][CH2:24][C:25]([O:27]CC)=O)=[C:17]([N:30]2[CH:34]=[CH:33][CH:32]=[CH:31]2)[CH:16]=1.[CH3:35][O:36][C:37]1[CH:42]=[CH:41][CH:40]=[CH:39][C:38]=1[N:43]1[CH2:48][CH2:47][NH:46][CH2:45][CH2:44]1>O1CCCC1>[CH3:13][O:14][C:15]1[C:20]([O:21][CH3:22])=[CH:19][C:18]([CH2:23][CH2:24][C:25]([N:46]2[CH2:45][CH2:44][N:43]([C:38]3[CH:39]=[CH:40][CH:41]=[CH:42][C:37]=3[O:36][CH3:35])[CH2:48][CH2:47]2)=[O:27])=[C:17]([N:30]2[CH:31]=[CH:32][CH:33]=[CH:34]2)[CH:16]=1. Solvent: O1CCCC1 (tetrahydrofuran), O1CCCC1 (tetrahydrofuran). The product is COC1=CC(=C(C=C1OC)CCC(=O)N1CCN(CC1)C1=C(C=CC=C1)OC)N1C=CC=C1 (1-(3-(4,5-Dimethoxy-2-(1-pyrrolyl)phenyl)-1-oxopropyl)-4-(2-methoxyphenyl)piperazine). Reported procedure: In 20 ml of tetrahydrofuran was dissolved 1.20 g of N,N-carbonyldiimidazole, and a solution of 2.0 g of ethyl 3-(4,5-dimethoxy-2-(1-pyrrolyl)phenyl)propionate in 40 ml of tetrahydrofuran was added to the solution at room temperature while stirring. The stirring was continued at that temperature for additional 1 hour, 2.98 g of 1-(2-methoxyphenyl)piperazine was added thereto, followed by stirring at 40° to 60° C. for 6 hours. The solvent was removed under reduced pressure, and the residue was pur... Reactants: Cl.CNC (dimethylamine hydrochloride), [Al](C)(C)C (Al(CH3)3), C(C)(=O)NC1=C(C(N(C2=NC(=C(C=C12)C1=CC=C(C=C1)Cl)C1=C(C=C(C=C1)Cl)Cl)C)=O)C(=O)OC (Methyl 4-(acetylamino)-6(4-chlorophenyl)-7-(2,4-dichlorophenyl)-1-methyl-2-oxo-1,2-dihydro-1,8-naphthyridine-3-carboxylate). Run in C1(=CC=CC=C1)C (toluene), C1(=CC=CC=C1)C (toluene). Reaction conditions: time 30 minute. Yields the product C(C)(=O)NC1=C(C(N(C2=NC(=C(C=C12)C1=CC=C(C=C1)Cl)C1=C(C=C(C=C1)Cl)Cl)C)=O)C(=O)N(C)C (4-(acetylamino)-6-(4-chlorophenyl)-7-(2,4-dichlorophenyl)-N,N,1-trimethyl-2-oxo-1,2-dihydro-1,8-naphthyridine-3-carboxamide). RXN SMILES: Cl.[CH3:2][NH:3][CH3:4].[Al](C)(C)C.[C:9]([NH:12][C:13]1[C:22]2[C:17](=[N:18][C:19]([C:30]3[CH:35]=[CH:34][C:33]([Cl:36])=[CH:32][C:31]=3[Cl:37])=[C:20]([C:23]3[CH:28]=[CH:27][C:26]([Cl:29])=[CH:25][CH:24]=3)[CH:21]=2)[N:16]([CH3:38])[C:15](=[O:39])[C:14]=1[C:40](OC)=[O:41])(=[O:11])[CH3:10]>C1(C)C=CC=CC=1>[C:9]([NH:12][C:13]1[C:22]2[C:17](=[N:18][C:19]([C:30]3[CH:35]=[CH:34][C:33]([Cl:36])=[CH:32][C:31]=3[Cl:37])=[C:20]([C:23]3[CH:24]=[CH:25][C:26]([Cl:29])=[CH:27][CH:28]=3)[CH:21]=2)[N:16]([CH3:38])[C:15](=[O:39])[C:14]=1[C:40]([N:3]([CH3:4])[CH3:2])=[O:41])(=[O:11])[CH3:10] |f:0.1|. Procedure: To dimethylamine hydrochloride (26.1 mg) in toluene (2 mL) was added Al(CH3)3 (0.16 mL) at 0° C. The reaction stirred for about 30 minutes before adding the product of EXAMPLE 91 (85 mg) in toluene (1 mL). The reaction stirred for 3.5 hours at 50° C. and was quenched with aqueous 1 M HCl. The reaction was diluted with EtOAc washed with aqueous 1 M HCl. The solution was dried (Na2SO4) and concentrated. The concentrated residue was purified by preparative TLC on silica gel eluted with 6% methanol ... The reactants are C(C)(=O)O[BH-](OC(C)=O)OC(C)=O.[Na+] (Sodium triacetoxyborohydride), FC(C(=O)O)(F)F.FC(C(=O)O)(F)F.FC=1C=C(C=CC1)NC(CN1N=CC(=C1)NC1=NC=NC2=CC(=CC=C12)OCC1CNCC1)=O (N-(3-fluorophenyl)-2-(4-{[7-(pyrrolidin-3-ylmethoxy)quinazolin-4-yl]amino}-1H-pyrazol-1-yl)acetamide bis(trifluoroacetate)), [Si](C)(C)(C(C)(C)C)OCC=O ((tert-butyldimethylsilyloxy)acetaldehyde), [OH-].[Na+] (sodium hydroxide). Run in O1CCCC1 (tetrahydrofuran), CO (methanol), C(C)(=O)O (acetic acid). Run at time 1 hour. The product is [Si](C)(C)(C(C)(C)C)OCCN1CC(CC1)COC1=CC=C2C(=NC=NC2=C1)NC=1C=NN(C1)CC(=O)NC1=CC(=CC=C1)F (2-{4-[(7-{[1-(2-{[tert-butyl(dimethyl)silyl]oxy}ethyl)pyrrolidin-3-yl]methoxy}quinazolin-4-yl)amino]-1H-pyrazol-1-yl}-N-(3-fluorophenyl)acetamide). As a reaction SMILES: C(O[BH-](OC(=O)C)OC(=O)C)(=O)C.[Na+].FC(F)(F)C(O)=O.FC(F)(F)C(O)=O.[F:29][C:30]1[CH:31]=[C:32]([NH:36][C:37](=[O:62])[CH2:38][N:39]2[CH:43]=[C:42]([NH:44][C:45]3[C:54]4[C:49](=[CH:50][C:51]([O:55][CH2:56][CH:57]5[CH2:61][CH2:60][NH:59][CH2:58]5)=[CH:52][CH:53]=4)[N:48]=[CH:47][N:46]=3)[CH:41]=[N:40]2)[CH:33]=[CH:34][CH:35]=1.[Si:63]([O:70][CH2:71][CH:72]=O)([C:66]([CH3:69])([CH3:68])[CH3:67])([CH3:65])[CH3:64].[OH-].[Na+]>O1CCCC1.CO.C(O)(=O)C>[Si:63]([O:70][CH2:71][CH2:72][N:59]1[CH2:60][CH2:61][CH:57]([CH2:56][O:55][C:51]2[CH:50]=[C:49]3[C:54]([C:45]([NH:44][C:42]4[CH:41]=[N:40][N:39]([CH2:38][C:37]([NH:36][C:32]5[CH:33]=[CH:34][CH:35]=[C:30]([F:29])[CH:31]=5)=[O:62])[CH:43]=4)=[N:46][CH:47]=[N:48]3)=[CH:53][CH:52]=2)[CH2:58]1)([C:66]([CH3:69])([CH3:68])[CH3:67])([CH3:65])[CH3:64] |f:0.1,2.3.4,6.7|. Procedure: Sodium triacetoxyborohydride (0.23 g, 1.1 mmol) was added to a mixture of N-(3-fluorophenyl)-2-(4-{[7-(pyrrolidin-3-ylmethoxy)quinazolin-4-yl]amino}-1H-pyrazol-1-yl)acetamide bis(trifluoroacetate) (0.30 g, 0.44 mmol) and (tert-butyldimethylsilyloxy)acetaldehyde (0.20 ml, 1.0 mmol) in tetrahydrofuran (9 ml) and methanol (3 ml) containing a catalytic amount of acetic acid. The mixture was stirred at room temperature for 1 hour. The mixture was poured into sodium hydroxide solution (1M) and extract...